Dataset: the Open Reaction Database (ORD), a public repository of structured organic reaction records. Task: describe an organic reaction: reactants, conditions, products, and yield Starting materials: Cl.NC1=NN2C(N(C(=C([C@H]2C2=CC=C(C=C2)C#N)C#N)C)C2=CC(=CC=C2)C(F)(F)F)=N1 ((7R)-2-amino-7-(4-cyanophenyl)-5-methyl-4-[3-(trifluoromethyl)phenyl]-4,7-dihydro[1,2,4]triazolo[1,5-a]pyrimidine-6-carbonitrile hydrochloride), O(C1=CC=CC=C1)CC(=O)Cl (phenoxyacetyl chloride). The solvent is N1=CC=CC=C1 (pyridine). Reaction conditions: time 12 hour. Product: C(#N)C1=C(N(C=2N([C@@H]1C1=CC=C(C=C1)C#N)N=C(N2)NC(COC2=CC=CC=C2)=O)C2=CC(=CC=C2)C(F)(F)F)C (N-{(7R)-6-Cyano-7-(4-cyanophenyl)-5-methyl-4-[3-(trifluoromethyl)phenyl]-4,7-dihydro[1,2,4]triazolo[1,5-a]pyrimidin-2-yl}-2-phenoxyacetamide). RXN SMILES: Cl.[NH2:2][C:3]1[N:32]=[C:6]2[N:7]([C:22]3[CH:27]=[CH:26][CH:25]=[C:24]([C:28]([F:31])([F:30])[F:29])[CH:23]=3)[C:8]([CH3:21])=[C:9]([C:19]#[N:20])[C@@H:10]([C:11]3[CH:16]=[CH:15][C:14]([C:17]#[N:18])=[CH:13][CH:12]=3)[N:5]2[N:4]=1.[O:33]([CH2:40][C:41](Cl)=[O:42])[C:34]1[CH:39]=[CH:38][CH:37]=[CH:36][CH:35]=1>N1C=CC=CC=1>[C:19]([C:9]1[C@@H:10]([C:11]2[CH:16]=[CH:15][C:14]([C:17]#[N:18])=[CH:13][CH:12]=2)[N:5]2[N:4]=[C:3]([NH:2][C:41](=[O:42])[CH2:40][O:33][C:34]3[CH:39]=[CH:38][CH:37]=[CH:36][CH:35]=3)[N:32]=[C:6]2[N:7]([C:22]2[CH:27]=[CH:26][CH:25]=[C:24]([C:28]([F:29])([F:31])[F:30])[CH:23]=2)[C:8]=1[CH3:21])#[N:20] |f:0.1|. Procedure: Under an atmosphere of argon protective gas, (7R)-2-amino-7-(4-cyanophenyl)-5-methyl-4-[3-(trifluoromethyl)phenyl]-4,7-dihydro[1,2,4]triazolo[1,5-a]pyrimidine-6-carbonitrile hydrochloride (30 mg, 66 μmol) was dissolved in abs. pyridine (1.5 ml). At room temperature, phenoxyacetyl chloride (21 mg, 197 μmol, 3 eq.) was added. After 12 h, analysis of the reaction by HPLC showed substantial conversion. The reaction mixture was concentrated under reduced pressure and purified by preparative HPLC (Kro... Reactants: FC1=CC=C(CNC(C(=O)N)C(=O)N)C=C1 (2-(4-fluorobenzylamino)malonamide), C(OCC)(OCC)OCC (triethyl orthoformate), CC=1C=CC(=CC1)S(=O)(=O)O (PTSA). Solvent: C(C)O (ethanol). The product is OC1=C(N(C=N1)CC1=CC=C(C=C1)F)C(=O)N (5-hydroxy-3-(4-fluorobenzyl)imidazole-4-carboxamide). Reaction SMILES: [F:1][C:2]1[CH:16]=[CH:15][C:5]([CH2:6][NH:7][CH:8]([C:12]([NH2:14])=[O:13])[C:9]([NH2:11])=[O:10])=[CH:4][CH:3]=1.[CH:17](OCC)(OCC)OCC.CC1C=CC(S(O)(=O)=O)=CC=1>C(O)C>[OH:13][C:12]1[N:14]=[CH:17][N:7]([CH2:6][C:5]2[CH:4]=[CH:3][C:2]([F:1])=[CH:16][CH:15]=2)[C:8]=1[C:9]([NH2:11])=[O:10]. Procedure details: 16.05 g (71.04 mmol) of 2-(4-fluorobenzylamino)malonamide are refluxed with 71 ml of triethyl orthoformate, i.e. 6 equivalents, and a catalytic amount of PTSA (250 mg) in 535 ml of absolute ethanol, in a round-bottomed flask placed under argon. Reactants: O=C(Cl)c1ccc(Cl)cc1, Cl, Cl, COc1ccc2[nH]c(=O)c(CC(N)C(=O)O)cc2c1, [Na+], [OH-], O. Yields the product COc1ccc2[nH]c(=O)c(CC(NC(=O)c3ccc(Cl)cc3)C(=O)O)cc2c1. Reaction SMILES: [Cl:23][c:24]1[cH:25][cH:26][c:27]([C:28](=[O:29])[Cl:30])[cH:31][cH:32]1.[ClH:1].[ClH:33].[NH2:2][CH:3]([C:4](=[O:5])[OH:6])[CH2:7][c:8]1[c:9](=[O:20])[nH:10][c:11]2[cH:12][cH:13][c:14]([O:18][CH3:19])[cH:15][c:16]2[cH:17]1.[Na+:22].[OH-:21].[OH2:34]>>[NH:2]([CH:3]([C:4](=[O:5])[OH:6])[CH2:7][c:8]1[c:9](=[O:20])[nH:10][c:11]2[cH:12][cH:13][c:14]([O:18][CH3:19])[cH:15][c:16]2[cH:17]1)[C:28]([c:27]1[cH:26][cH:25][c:24]([Cl:23])[cH:32][cH:31]1)=[O:29]. Reactants: COc1ccc(C2=NN(C3CCNCC3)C(=O)C2(C)C)cc1OC, Cc1cccc(C(=O)O)c1. Yields the product COc1ccc(C2=NN(C3CCN(C(=O)c4cccc(C)c4)CC3)C(=O)C2(C)C)cc1OC. As a reaction SMILES: [CH3:1][O:2][c:3]1[cH:4][c:5]([C:11]2=[N:15][N:14]([CH:16]3[CH2:17][CH2:18][NH:19][CH2:20][CH2:21]3)[C:13](=[O:22])[C:12]2([CH3:23])[CH3:24])[cH:6][cH:7][c:8]1[O:9][CH3:10].[CH3:25][c:26]1[cH:27][cH:28][cH:29][c:30]([C:32]([OH:33])=[O:34])[cH:31]1>>[CH3:1][O:2][c:3]1[cH:4][c:5]([C:11]2=[N:15][N:14]([CH:16]3[CH2:17][CH2:18][N:19]([C:32]([c:30]4[cH:29][cH:28][cH:27][c:26]([CH3:25])[cH:31]4)=[O:33])[CH2:20][CH2:21]3)[C:13](=[O:22])[C:12]2([CH3:23])[CH3:24])[cH:6][cH:7][c:8]1[O:9][CH3:10]. Reactants: C1CCOC1, CN=C=O, CSc1ccc(C=C2C(C)=C(CCNO)c3cc(F)ccc32)cc1. Yields the product CNC(=O)N(O)CCC1=C(C)C(=Cc2ccc(SC)cc2)c2ccc(F)cc21. As a reaction SMILES: [CH2:29]1[O:30][CH2:31][CH2:32][CH2:33]1.[CH3:25][N:26]=[C:27]=[O:28].[NH:1]([OH:2])[CH2:3][CH2:4][C:5]1=[C:6]([CH3:24])[C:7](=[CH:15][c:16]2[cH:17][cH:18][c:19]([S:22][CH3:23])[cH:20][cH:21]2)[c:8]2[cH:9][cH:10][c:11]([F:14])[cH:12][c:13]21>>[N:1]([OH:2])([CH2:3][CH2:4][C:5]1=[C:6]([CH3:24])[C:7](=[CH:15][c:16]2[cH:17][cH:18][c:19]([S:22][CH3:23])[cH:20][cH:21]2)[c:8]2[cH:9][cH:10][c:11]([F:14])[cH:12][c:13]21)[C:27]([NH:26][CH3:25])=[O:28]. Starting materials: C=CCN1C(=O)C(N)COc2ccccc21, CCCCC(CC)C(=O)[O-], C1CCOC1, Cl, [Na+], COC1C(=O)OC(C(O)C=CC(C)(C)C)C1O. Yields the product C=CCN1C(=O)C(NC(=O)C(OC)C(O)C(O)C(O)C=CC(C)(C)C)COc2ccccc21. As a reaction SMILES: [CH2:19]([CH:20]=[CH2:21])[N:22]1[C:23](=[O:34])[CH:24]([NH2:33])[CH2:25][O:26][c:27]2[c:28]1[cH:29][cH:30][cH:31][cH:32]2.[CH2:35]([CH:36]([CH2:37][CH2:38][CH2:39][CH3:40])[C:41]([O-:42])=[O:43])[CH3:44].[CH2:46]1[O:47][CH2:48][CH2:49][CH2:50]1.[ClH:18].[Na+:45].[OH:1][CH:2]1[CH:3]([O:16][CH3:17])[C:4](=[O:15])[O:5][CH:6]1[CH:7]([CH:8]=[CH:9][C:10]([CH3:11])([CH3:12])[CH3:13])[OH:14]>>[OH:1][CH:2]([CH:3]([C:4](=[O:15])[NH:33][CH:24]1[C:23](=[O:34])[N:22]([CH2:19][CH:20]=[CH2:21])[c:28]2[c:27]([cH:32][cH:31][cH:30][cH:29]2)[O:26][CH2:25]1)[O:16][CH3:17])[CH:6]([OH:5])[CH:7]([CH:8]=[CH:9][C:10]([CH3:11])([CH3:12])[CH3:13])[OH:14]. Starting materials: C(C)(C)(C)OC(=O)N1C(OC[C@@H]1CCC1=CC=C(C=C1)NC1=CC=C(C=C1)Cl)(C)C ((S)-4-{2-[4-(4-chloro-phenylamino)-phenyl]-ethyl}-2,2-dimethyl-oxazolidine-3-carboxylic acid tert-butyl ester), Cl (HCl), [OH-].[Na+] (NaOH). The solvent is C1CCOC1 (THF). Conditions: temperature 60 celsius, time 2 hour. The product is N[C@H](CO)CCC1=CC=C(C=C1)NC1=CC=C(C=C1)Cl ((S)-2-amino-4-[4-(4-chloro-phenylamino)-phenyl]-butan-1-ol). The yield is 99.7%. RXN SMILES: C(OC([N:8]1[C@@H:12]([CH2:13][CH2:14][C:15]2[CH:20]=[CH:19][C:18]([NH:21][C:22]3[CH:27]=[CH:26][C:25]([Cl:28])=[CH:24][CH:23]=3)=[CH:17][CH:16]=2)[CH2:11][O:10]C1(C)C)=O)(C)(C)C.Cl.[OH-].[Na+]>C1COCC1>[NH2:8][C@@H:12]([CH2:13][CH2:14][C:15]1[CH:20]=[CH:19][C:18]([NH:21][C:22]2[CH:23]=[CH:24][C:25]([Cl:28])=[CH:26][CH:27]=2)=[CH:17][CH:16]=1)[CH2:11][OH:10] |f:2.3|. Reported procedure: To a solution of (S)-4-{2-[4-(4-chloro-phenylamino)-phenyl]-ethyl}-2,2-dimethyl-oxazolidine-3-carboxylic acid tert-butyl ester (220 mg) in THF (3 ml) in a pressure tube was added HCl solution (2.55 ml, 4 M solution in dioxane). The tube was sealed and the reaction mixture was shaken at 60° C. for 2 hours. The mixture was then cooled to room temperature and poured into 1 M aq. NaOH and extracted with EtOAc. The phases were then separated and the organic phase was dried over sodium sulphate and co... Isolated yield 24.8%. Yields the product C(C)(C)C(C(=O)OC(C1=CC(=CC=C1)OC1=CC=CC=C1)C#N)C1=CC=C(C=C1)OC(F)F (α-Cyano-m-phenoxybenzyl α-Isopropyl-4-difluoromethoxyphenylacetate). RXN SMILES: [CH:1]([CH:4]([C:8]1[CH:13]=[CH:12][C:11]([O:14][CH:15]([F:17])[F:16])=[CH:10][CH:9]=1)[C:5](Cl)=[O:6])([CH3:3])[CH3:2].CCl.[C:20]([CH:22]([OH:36])[C:23]1[CH:28]=[CH:27][CH:26]=[C:25]([O:29][C:30]2[CH:35]=[CH:34][CH:33]=[CH:32][CH:31]=2)[CH:24]=1)#[N:21].N1C=CC=CC=1>C(Cl)Cl>[CH:1]([CH:4]([C:8]1[CH:13]=[CH:12][C:11]([O:14][CH:15]([F:17])[F:16])=[CH:10][CH:9]=1)[C:5]([O:36][CH:22]([C:20]#[N:21])[C:23]1[CH:28]=[CH:27][CH:26]=[C:25]([O:29][C:30]2[CH:31]=[CH:32][CH:33]=[CH:34][CH:35]=2)[CH:24]=1)=[O:6])([CH3:3])[CH3:2]. Solvent: C(Cl)Cl (methylene chloride). Reactants: C(C)(C)C(C(=O)Cl)C1=CC=C(C=C1)OC(F)F (α-isopropyl-4-difluoromethoxyphenylacetyl chloride), CCl (methyl chloride), C(#N)C(C1=CC(=CC=C1)OC1=CC=CC=C1)O (α-cyano-m-phenoxybenzyl alcohol), N1=CC=CC=C1 (pyridine). Procedure: A solution of α-isopropyl-4-difluoromethoxyphenylacetyl chloride (4.82 g) in methylene chloride (10 ml) is added to a methyl chloride solution (10 ml) of α-cyano-m-phenoxybenzyl alcohol (4.05 g) and pyridine (1.5 ml). The mixture is stirred over the weekend and filtered. The filtrate and the washings are evaporated and the residual oil (6.29 g) is purified on a silica column using 1:1 methylenechloride-hexane as eluent. The solvent was evaporated and the residue treated with sodium borohydride a... The reactants are OC(CC(=O)O)(CC(=O)O)C(=O)O (HOC(CH2COOH)2COOH), C(C(O)C)(=O)O (lactic acid), C(C(O)C)(=O)O (lactic acid), C(CC(O)(C(=O)O)CC(=O)O)(=O)O (citric acid), Cl(=O)[O-].[Na+] (sodium chlorite), C(C(O)C)(=O)O (lactic acid), Cl(=O)[O-].[Na+] (sodium chlorite), C(C(O)C)(=O)O (lactic acid), Cl(=O)[O-].[Na+] (sodium chlorite), C(C(O)C)(=O)O (lactic acid). The product is C(CC(O)(C(=O)O)CC(=O)O)(=O)O (citric acid), Cl(=O)O (chlorous acid). RXN SMILES: [Cl:1]([O-:3])=[O:2].[Na+].C(O)(=O)C(C)O.[C:11]([OH:23])(=[O:22])[CH2:12][C:13]([CH2:18][C:19]([OH:21])=[O:20])([C:15]([OH:17])=[O:16])[OH:14]>>[C:11]([OH:23])(=[O:22])[CH2:12][C:13]([CH2:18][C:19]([OH:21])=[O:20])([C:15]([OH:17])=[O:16])[OH:14].[Cl:1]([OH:3])=[O:2] |f:0.1|. Reported procedure: In practice, the reactants and reactions are produced by mixing bulk quantities of sodium chlorite and lactic acid. In practice, three parts of sodium chlorite at a concentration of 26% by volume are mixed with one part of lactic acid at a concentration of 88% by volume which is a food grade of lactic acid. The 26% by volume of sodium chlorite and 88% by volume of lactic acid are commonly commercially available bulk quantities of these compounds and are generally provided to industry commerciall...